From a dataset of the Open Reaction Database (ORD), a public repository of structured organic reaction records. describe an organic reaction: reactants, conditions, products, and yield Starting materials: FC=1C=CC=2N(C1)C(=C(N2)C2=CC=C(C=C2)F)CC=2N(C=CN2)C (6-fluoro-2-(4-fluorophenyl)-3-((1-methyl-1H-imidazol-2-yl)methyl)imidazo[1,2-a]pyridine), ClC1=CC=C(C=C1)C=1N=C2N(C=C(C=C2)C)C1C=O (2-(4-chlorophenyl)-6-methylimidazo[1,2-a]pyridine-3-carbaldehyde), CC=1OC=NN1 (2-methyl-1,3,4-oxadiazole). Product: ClC1=CC=C(C=C1)C=1N=C2N(C=C(C=C2)C)C1CC=1OC(=NN1)C (2-((2-(4-chlorophenyl)-6-methylimidazo[1,2-a]pyridin-3-yl)methyl)-5-methyl-1,3,4-oxadiazole). As a reaction SMILES: FC1C=CC2N(C(CC3N(C)C=CN=3)=C(C3C=CC(F)=CC=3)N=2)C=1.[Cl:25][C:26]1[CH:31]=[CH:30][C:29]([C:32]2[N:33]=[C:34]3[CH:39]=[CH:38][C:37]([CH3:40])=[CH:36][N:35]3[C:41]=2[CH:42]=O)=[CH:28][CH:27]=1.[CH3:44][C:45]1[O:46][CH:47]=[N:48][N:49]=1>>[Cl:25][C:26]1[CH:27]=[CH:28][C:29]([C:32]2[N:33]=[C:34]3[CH:39]=[CH:38][C:37]([CH3:40])=[CH:36][N:35]3[C:41]=2[CH2:42][C:47]2[O:46][C:45]([CH3:44])=[N:49][N:48]=2)=[CH:30][CH:31]=1. Procedure: The title compound was prepared according to Method C and the experimentals described for compound 199 from 2-(4-chlorophenyl)-6-methylimidazo[1,2-a]pyridine-3-carbaldehyde and 2-methyl-1,3,4-oxadiazole. M/e+ 339 for C18H16ClN4O (M+H)+; 1H-NMR (400 MHz, CDCl3) δ 7.95 (s, 1H), 7.76 (d, J=8.4 Hz, 2H), 7.56 (d, J=9.1 Hz, 1H), 7.45 (d, J=8.4 Hz, 2H), 7.10 (dd, J=9.1, 1.4 Hz, 1H), 4.54 (s, 2H), 2.49 (s, 3H), 2.35 (s, 3H) ppm. The reactants are O=C(O)c1ccc(S(=O)(=O)N(Cc2ccccc2)Cc2ccccc2)cc1, O=S(Cl)Cl. The product is O=C(Cl)c1ccc(S(=O)(=O)N(Cc2ccccc2)Cc2ccccc2)cc1. As a reaction SMILES: [CH2:1]([c:2]1[cH:3][cH:4][cH:5][cH:6][cH:7]1)[N:8]([S:9](=[O:10])(=[O:11])[c:12]1[cH:13][cH:14][c:15]([C:16](=[O:17])[OH:18])[cH:19][cH:20]1)[CH2:21][c:22]1[cH:23][cH:24][cH:25][cH:26][cH:27]1.[S:28]([Cl:29])([Cl:30])=[O:31]>>[CH2:1]([c:2]1[cH:3][cH:4][cH:5][cH:6][cH:7]1)[N:8]([S:9](=[O:10])(=[O:11])[c:12]1[cH:13][cH:14][c:15]([C:16](=[O:17])[Cl:30])[cH:19][cH:20]1)[CH2:21][c:22]1[cH:23][cH:24][cH:25][cH:26][cH:27]1. The reactants are CC1=CC=C(OC=2C=C3C=C(NC3=CC2)C(=O)OCC)C=C1 (Ethyl 5-(4-methylphenoxy)indole-2-carboxylate). The solvent is [OH-].[Na+] (NaOH). Product: CC1=CC=C(OC=2C=C3C=C(NC3=CC2)C(=O)O)C=C1 (5-(4-methylphenoxy)indole-2-carboxylic acid). RXN SMILES: [CH3:1][C:2]1[CH:22]=[CH:21][C:5]([O:6][C:7]2[CH:8]=[C:9]3[C:13](=[CH:14][CH:15]=2)[NH:12][C:11]([C:16]([O:18]CC)=[O:17])=[CH:10]3)=[CH:4][CH:3]=1>[OH-].[Na+]>[CH3:1][C:2]1[CH:22]=[CH:21][C:5]([O:6][C:7]2[CH:8]=[C:9]3[C:13](=[CH:14][CH:15]=2)[NH:12][C:11]([C:16]([OH:18])=[O:17])=[CH:10]3)=[CH:4][CH:3]=1 |f:1.2|. Procedure details: Ethyl 5-(4-methylphenoxy)indole-2-carboxylate (1.0 g, 3.39 mmol) was hydrolysed in methanolic NaOH (3.2M, 6.0 mL) at reflux, for 1 hr. After work-up the product: 5-(4-methylphenoxy)indole-2-carboxylic acid was obtained as an almost white solid, 0.92 g (ca 100%). Starting materials: C[P+](C)(C)CC#N, CCC#N, CS(C)=O, CCN(C(C)C)C(C)C, [I-], N#Cc1ccc(N2CCNCC2)cc1, O=C1CC2CCCN2c2ncc(CO)cc2N1. Product: N#Cc1ccc(N2CCN(Cc3cnc4c(c3)NC(=O)CC3CCCN43)CC2)cc1. RXN SMILES: [C:33]([CH2:34][P+:35]([CH3:36])([CH3:37])[CH3:38])#[N:39].[C:49](#[N:50])[CH2:51][CH3:52].[CH3:53][S:54]([CH3:55])=[O:56].[CH:40]([N:41]([CH2:42][CH3:43])[CH:44]([CH3:45])[CH3:46])([CH3:47])[CH3:48].[I-:32].[N:18]1([c:24]2[cH:25][cH:26][c:27]([C:28]#[N:29])[cH:30][cH:31]2)[CH2:19][CH2:20][NH:21][CH2:22][CH2:23]1.[OH:1][CH2:2][c:3]1[cH:4][c:5]2[c:11]([n:12][cH:13]1)[N:10]1[CH:9]([CH2:8][C:7](=[O:17])[NH:6]2)[CH2:16][CH2:15][CH2:14]1>>[CH2:2]([c:3]1[cH:4][c:5]2[c:11]([n:12][cH:13]1)[N:10]1[CH:9]([CH2:8][C:7](=[O:17])[NH:6]2)[CH2:16][CH2:15][CH2:14]1)[N:21]1[CH2:20][CH2:19][N:18]([c:24]2[cH:25][cH:26][c:27]([C:28]#[N:29])[cH:30][cH:31]2)[CH2:23][CH2:22]1. Reactants: C(C)(=O)[O-].[K+] (Potassium acetate), [I-].[Na+] (sodium iodide), ClCCCCC=1N(N=C2C(=NC=3C=CC=CC3C21)N(C(=O)OC(C)(C)C)C(=O)OC(C)(C)C)CCC (di(tert-butyl) 1-(4-chlorobutyl)-2-propyl-2H-pyrazolo[3,4-c]quinolin-4-ylimidodicarbonate). Solvent: CN(C)C=O (DMF). Run at temperature 90 celsius. Product: C(C)(=O)OCCCCC=1N(N=C2C(=NC=3C=CC=CC3C21)N(C(=O)OC(C)(C)C)C(=O)OC(C)(C)C)CCC (4-{4-[bis(tert-butoxycarbonyl)amino]-2-propyl-2H-pyrazolo[3,4-c]quinolin-1-yl}butyl acetate). Yield: 77.1%. As a reaction SMILES: [C:1]([O-:4])(=[O:3])[CH3:2].[K+].[I-].[Na+].Cl[CH2:9][CH2:10][CH2:11][CH2:12][C:13]1[N:14]([CH2:41][CH2:42][CH3:43])[N:15]=[C:16]2[C:25]=1[C:24]1[CH:23]=[CH:22][CH:21]=[CH:20][C:19]=1[N:18]=[C:17]2[N:26]([C:34]([O:36][C:37]([CH3:40])([CH3:39])[CH3:38])=[O:35])[C:27]([O:29][C:30]([CH3:33])([CH3:32])[CH3:31])=[O:28]>CN(C=O)C>[C:1]([O:4][CH2:9][CH2:10][CH2:11][CH2:12][C:13]1[N:14]([CH2:41][CH2:42][CH3:43])[N:15]=[C:16]2[C:25]=1[C:24]1[CH:23]=[CH:22][CH:21]=[CH:20][C:19]=1[N:18]=[C:17]2[N:26]([C:34]([O:36][C:37]([CH3:40])([CH3:39])[CH3:38])=[O:35])[C:27]([O:29][C:30]([CH3:31])([CH3:32])[CH3:33])=[O:28])(=[O:3])[CH3:2] |f:0.1,2.3|. Procedure details: Potassium acetate (0.83 g, 8.432 mmol) and sodium iodide (16 g, 1.05 mmol) was added to a solution of di(tert-butyl) 1-(4-chlorobutyl)-2-propyl-2H-pyrazolo[3,4-c]quinolin-4-ylimidodicarbonate (2.18 g, 4.22 mmol) in DMF (15 mL). The reaction mixture was heated at 90° C. under a nitrogen atmosphere for 4.5 hours. The reaction was allowed to cool to ambient temperature and the volatiles were removed under reduced pressure. The resulting oil was partitioned between ethyl acetate and water. The organ...